From a dataset of the Open Reaction Database (ORD), a public repository of structured organic reaction records. describe an organic reaction: reactants, conditions, products, and yield Reactants: [Si](C)(C)(C(C)(C)C)O[C@@H]1C=2C3=C(C(=NC2CC(C1)(C)C)Cl)C(OC31CCOCC1)(O)C1=CC=C(C=C1)C(F)(F)F ((9S)-9-(tert-butyldimethylsilyloxy)-4-chloro-7,7-dimethyl-3-(4-(trifluoromethyl)phenyl)-2′,3′,5′,6,6′,7,8,9-octahydro-3H-spiro[furo[3,4-c]quinoline-1,4′-pyran]-3-ol), C(C)[SiH](CC)CC (triethylsilane). The reagents and catalysts are [Ti](Cl)(Cl)(Cl)Cl (titanium-(IV)-chloride). Solvent: ClCCl (dichloromethane), ClCCl (dichloromethane). Conditions: temperature -50 celsius, time 30 minute. Yields the product [Si](C)(C)(C(C)(C)C)O[C@@H]1C=2C3=C(C(=NC2CC(C1)(C)C)Cl)[C@@H](OC31CCOCC1)C1=CC=C(C=C1)C(F)(F)F ((3S,9S)-9-(tert-Butyldimethylsilyloxy)-4-chloro-7,7-dimethyl-3-(4-(trifluoromethyl)phenyl)-2′,3′,5′,6,6′,7,8,9-octahydro-3H-spiro[furo[3,4-c]quinoline-1,4′-pyran]). RXN SMILES: [Si:1]([O:8][C@H:9]1[CH2:18][C:17]([CH3:20])([CH3:19])[CH2:16][C:15]2[N:14]=[C:13]([Cl:21])[C:12]3[C:22]([C:31]4[CH:36]=[CH:35][C:34]([C:37]([F:40])([F:39])[F:38])=[CH:33][CH:32]=4)(O)[O:23][C:24]4([CH2:29][CH2:28][O:27][CH2:26][CH2:25]4)[C:11]=3[C:10]1=2)([C:4]([CH3:7])([CH3:6])[CH3:5])([CH3:3])[CH3:2].C([SiH](CC)CC)C>ClCCl.[Ti](Cl)(Cl)(Cl)Cl>[Si:1]([O:8][C@H:9]1[CH2:18][C:17]([CH3:20])([CH3:19])[CH2:16][C:15]2[N:14]=[C:13]([Cl:21])[C:12]3[C@H:22]([C:31]4[CH:36]=[CH:35][C:34]([C:37]([F:40])([F:39])[F:38])=[CH:33][CH:32]=4)[O:23][C:24]4([CH2:25][CH2:26][O:27][CH2:28][CH2:29]4)[C:11]=3[C:10]1=2)([C:4]([CH3:5])([CH3:6])[CH3:7])([CH3:3])[CH3:2]. Procedure: 1.32 g (9S)-9-(tert-butyldimethylsilyloxy)-4-chloro-7,7-dimethyl-3-(4-(trifluoromethyl)phenyl)-2′,3′,5′,6,6′,7,8,9-octahydro-3H-spiro[furo[3,4-c]quinoline-1,4′-pyran]-3-ol and 2.9 ml triethylsilane are dissolved in 40 ml dichloromethane, cooled to −50° C. and treated dropwise with 4.4 ml of a 1 m solution of titanium-(IV)-chloride in dichloromethane. Then the mixture is allowed to warm to room temperature and stirred for 30 minutes. The mixture is partitioned between saturated solution of sodium... Reactants: COC(CC(C#C)C1=CC(=C(C=C1)OC)OC1CCCC1)=O ((+/-) methyl-3-(3-cyclopentyloxy-4-methoxyphenyl)-3-ethynylpropionate), IC1=CC(=CC=C1)C=1OC(=NN1)C (1-iodo-3-(5-methyl-[1,3,4]oxadiazol-2-yl)benzene). The reagents and catalysts are C=1C=CC(=CC1)[P](C=2C=CC=CC2)(C=3C=CC=CC3)[Pd]([P](C=4C=CC=CC4)(C=5C=CC=CC5)C=6C=CC=CC6)([P](C=7C=CC=CC7)(C=8C=CC=CC8)C=9C=CC=CC9)[P](C=1C=CC=CC1)(C=1C=CC=CC1)C=1C=CC=CC1 (tetrakis(triphenylphosphine)palladium(0)), [Cu]I (copper(I) iodide). Run in C(C)N(CC)CC (triethylamine). Conditions: temperature 80 celsius. Product: COC(CC(C#CC1=CC(=CC=C1)C=1OC(=NN1)C)C1=CC(=C(C=C1)OC)OC1CCCC1)=O ((+/-)-Methyl-3-(3-cyclopentyloxy-4-methoxyphenyl)-3-[3-(5-methyl-[1,3,4]oxadiazol-2-yl)phenylethynyl]propionate). The yield is 82.5%. As a reaction SMILES: [CH3:1][O:2][C:3](=[O:22])[CH2:4][CH:5]([C:8]1[CH:13]=[CH:12][C:11]([O:14][CH3:15])=[C:10]([O:16][CH:17]2[CH2:21][CH2:20][CH2:19][CH2:18]2)[CH:9]=1)[C:6]#[CH:7].I[C:24]1[CH:29]=[CH:28][CH:27]=[C:26]([C:30]2[O:31][C:32]([CH3:35])=[N:33][N:34]=2)[CH:25]=1>C(N(CC)CC)C.C1C=CC([P]([Pd]([P](C2C=CC=CC=2)(C2C=CC=CC=2)C2C=CC=CC=2)([P](C2C=CC=CC=2)(C2C=CC=CC=2)C2C=CC=CC=2)[P](C2C=CC=CC=2)(C2C=CC=CC=2)C2C=CC=CC=2)(C2C=CC=CC=2)C2C=CC=CC=2)=CC=1.[Cu]I>[CH3:1][O:2][C:3](=[O:22])[CH2:4][CH:5]([C:8]1[CH:13]=[CH:12][C:11]([O:14][CH3:15])=[C:10]([O:16][CH:17]2[CH2:21][CH2:20][CH2:19][CH2:18]2)[CH:9]=1)[C:6]#[C:7][C:28]1[CH:29]=[CH:24][CH:25]=[C:26]([C:30]2[O:31][C:32]([CH3:35])=[N:33][N:34]=2)[CH:27]=1 |^1:46,48,67,86|. Procedure: To a solution of the compound from Example 7 (0.15 g, 0.5 mmol) and 1-iodo-3-(5-methyl-[1,3,4]oxadiazol-2-yl)benzene (0.14 g, 0.5 mmol) in triethylamine (5 mL) under an argon atmosphere was added trace tetrakis(triphenylphosphine)palladium(0) and trace copper(I) iodide. The mixture was heated at 80° C. for 0.2 h, was cooled to room temperature and was concentrated in vacuo. Purification by flash chromatography (silica gel, 50% EtOAc/hexane) provided the titled compound as a yellow oil (0.19 g, 8... Yields the product CNC(=O)C(CC(C)(C)C)NC(=O)c1ccc(C(F)(F)F)c(OCC2CC2)n1. Starting materials: O=C(O)c1ccc(C(F)(F)F)c(OCC2CC2)n1, CNC(=O)C(N)CC(C)(C)C. RXN SMILES: [CH:1]1([CH2:4][O:5][c:6]2[c:7]([C:15]([F:16])([F:17])[F:18])[cH:8][cH:9][c:10]([C:12](=[O:13])[OH:14])[n:11]2)[CH2:2][CH2:3]1.[NH2:19][CH:20]([C:21](=[O:22])[NH:23][CH3:24])[CH2:25][C:26]([CH3:27])([CH3:28])[CH3:29]>>[CH:1]1([CH2:4][O:5][c:6]2[c:7]([C:15]([F:16])([F:17])[F:18])[cH:8][cH:9][c:10]([C:12](=[O:14])[NH:19][CH:20]([C:21](=[O:22])[NH:23][CH3:24])[CH2:25][C:26]([CH3:27])([CH3:28])[CH3:29])[n:11]2)[CH2:2][CH2:3]1. Starting materials: CC1=C(C=C(C(=O)OC)C=C1)C=1C=C2C(=CNC(C2=CC1)=O)C (4-Methyl-3-(4-methyl-1-oxo-1,2-dihydro-isoquinolin-6-yl)-benzoic acid, methyl ester), [H-].[Na+] (sodium hydride), oil, ClCC1=CC=C(C=C1)CCl (1,4-di(chloromethyl)benzene), Cl.CNC (dimethylamine hydrochloride). Run in C(C)N(CC)CC (triethylamine), CN(C)C=O (DMF), C(C)(=O)OCC (ethyl acetate). Run at time 20 minute. Yields the product CN(C)CC1=CC=C(CN2C(C3=CC=C(C=C3C(=C2)C)C=2C=C(C(=O)OC)C=CC2C)=O)C=C1 (3-(2-(4-Dimethylaminomethyl-benzyl)-4-methyl-1-oxo-1,2-dihydro-isoquinolin-6-yl)-4-methyl-benzoic acid, methyl ester). RXN SMILES: [CH3:1][C:2]1[CH:11]=[CH:10][C:5]([C:6]([O:8][CH3:9])=[O:7])=[CH:4][C:3]=1[C:12]1[CH:13]=[C:14]2[C:19](=[CH:20][CH:21]=1)[C:18](=[O:22])[NH:17][CH:16]=[C:15]2[CH3:23].[H-].[Na+].Cl[CH2:27][C:28]1[CH:33]=[CH:32][C:31]([CH2:34]Cl)=[CH:30][CH:29]=1.Cl.[CH3:37][NH:38][CH3:39]>CN(C=O)C.C(OCC)(=O)C.C(N(CC)CC)C>[CH3:37][N:38]([CH2:27][C:28]1[CH:33]=[CH:32][C:31]([CH2:34][N:17]2[CH:16]=[C:15]([CH3:23])[C:14]3[C:19](=[CH:20][CH:21]=[C:12]([C:3]4[CH:4]=[C:5]([CH:10]=[CH:11][C:2]=4[CH3:1])[C:6]([O:8][CH3:9])=[O:7])[CH:13]=3)[C:18]2=[O:22])=[CH:30][CH:29]=1)[CH3:39] |f:1.2,4.5|. Procedure: A solution of the product of Example 93 step ii) in DMF (10 mL) was treated with 60% sodium hydride in mineral oil (0.12 g) and the mixture was stirred at room temperature under a nitrogen atmosphere for 20 mins before the addition of 1,4-di(chloromethyl)benzene (0.74 g). After stirring for a further 20 mins the reaction was treated with dimethylamine hydrochloride (0.98 g), followed by triethylamine (5 mL). Stirring was continued for 16 hours before being diluted with ethyl acetate (150 mL) and... As a reaction SMILES: [OH:1][C:2]1[CH:3]=[CH:4][C:5]2[O:9][CH2:8][CH2:7][C:6]=2[CH:10]=1.[C:11](#[N:14])[CH:12]=[CH2:13]>CO>[O:9]1[C:5]2[CH:4]=[CH:3][C:2]([O:1][CH2:13][CH2:12][C:11]#[N:14])=[CH:10][C:6]=2[CH2:7][CH2:8]1. The product is O1CCC2=C1C=CC(=C2)OCCC#N (3-(2,3-dihydrobenzofuran-5-yloxy)propionitrile). Procedure details: 40.8 g of 2,3-dihydro-5-hydroxybenzofuran (the synthesis of which is described in Synthesis 1988, 950-952), 3 ml of a 40% solution of Triton B in methanol and 200 ml of freshly distilled acrylonitrile are mixed at room temperature. The mixture is heated at reflux for 46 hours, then the acrylonitrile is evaporated off as far as possible. The residue is taken up in ethyl acetate, washed with 2N sodium hydroxide solution, N hydrochloric acid and water. The organic phase, dried over magnesium sulpha... Starting materials: OC=1C=CC2=C(CCO2)C1 (2,3-dihydro-5-hydroxybenzofuran), solution, C(C=C)#N (acrylonitrile). Run in CO (methanol). Reactants: C(C)(=O)OC1=C(C(=C(C(=C1CCCCCCCCCCOC(C)=O)C)O)OC)OC (1-acetoxy-6-(10-acetoxydecyl)-2,3-dimethoxy-4-hydroxy-5-methylbenzene), CN(C=O)C (dimethylformamide), Cl.ClCC1=NC=CC=C1 (2-chloromethylpyridine hydrochloride), C([O-])([O-])=O.[K+].[K+] (potassium carbonate). Solvent: O (water). Conditions: time 16 hour. Product: Cl.COC1=C(C(=C(C(=C1OC)OCC1=NC=CC=C1)C)CCCCCCCCCCO)O (2,3-Dimethoxy-6-(10-hydroxydecyl)-4-(2-pyridyl-methyloxy)-5-methylphenol hydrochloride). Isolated yield 73.4%. As a reaction SMILES: C([O:4][C:5]1[C:10]([CH2:11][CH2:12][CH2:13][CH2:14][CH2:15][CH2:16][CH2:17][CH2:18][CH2:19][CH2:20][O:21]C(=O)C)=[C:9]([CH3:25])[C:8]([OH:26])=[C:7]([O:27][CH3:28])[C:6]=1[O:29][CH3:30])(=O)C.Cl.[Cl:32][CH2:33][C:34]1[CH:39]=[CH:38][CH:37]=[CH:36][N:35]=1.C(=O)([O-])[O-].[K+].[K+].CN(C)C=O>O>[ClH:32].[CH3:30][O:29][C:6]1[C:7]([O:27][CH3:28])=[C:8]([O:26][CH2:33][C:34]2[CH:39]=[CH:38][CH:37]=[CH:36][N:35]=2)[C:9]([CH3:25])=[C:10]([CH2:11][CH2:12][CH2:13][CH2:14][CH2:15][CH2:16][CH2:17][CH2:18][CH2:19][CH2:20][OH:21])[C:5]=1[OH:4] |f:1.2,3.4.5,8.9|. Procedure details: A mixture of 1-acetoxy-6-(10-acetoxydecyl)-2,3-dimethoxy-4-hydroxy-5-methylbenzene (2.1 g) obtained in Example A-5, 2-chloromethylpyridine hydrochloride (2 g), potassium carbonate (5 g) and dimethylformamide (15 ml) was stirred at room temperature for 16 hours. The reaction mixture was poured into water, and the mixture was extracted with ethyl acetate. The organic layer was concentrated under reduced pressure, and the residue was dissolved in methanol (20 ml). Aqueous 1N sodium hydroxide soluti... Reactants: C(C1=CC=CC=C1)OC(=O)N(CC(=O)[O-])C (2-(((benzyloxy)carbonyl)(methyl)amino)acetate), CCN=C=NCCCN(C)C (EDCI), NC1CN(C1)C(=O)OC(C)(C)C (tert-butyl 3-aminoazetidine-1-carboxylate). The reagents and catalysts are CN(C)C=1C=CN=CC1 (DMAP). Solvent: C(Cl)Cl (DCM), C(Cl)Cl (DCM). Reaction conditions: time 8 hour. Yields the product C(C1=CC=CC=C1)OC(=O)N(CC(=O)NC1CN(C1)C(=O)OC(C)(C)C)C (tert-butyl 3-(2-(((benzyloxy)carbonyl)(methyl)amino)acetamido)azetidine-1-carboxylate). As a reaction SMILES: [CH2:1]([O:8][C:9]([N:11]([CH3:16])[CH2:12][C:13]([O-:15])=O)=[O:10])[C:2]1[CH:7]=[CH:6][CH:5]=[CH:4][CH:3]=1.CCN=C=NCCCN(C)C.[NH2:28][CH:29]1[CH2:32][N:31]([C:33]([O:35][C:36]([CH3:39])([CH3:38])[CH3:37])=[O:34])[CH2:30]1>C(Cl)Cl.CN(C1C=CN=CC=1)C>[CH2:1]([O:8][C:9]([N:11]([CH3:16])[CH2:12][C:13]([NH:28][CH:29]1[CH2:30][N:31]([C:33]([O:35][C:36]([CH3:39])([CH3:38])[CH3:37])=[O:34])[CH2:32]1)=[O:15])=[O:10])[C:2]1[CH:3]=[CH:4][CH:5]=[CH:6][CH:7]=1. Procedure details: A mixture of 2-(((benzyloxy)carbonyl)(methyl)amino)acetate (2.12 g, 9.50 mmol, prepared the previous step) and EDCI (1.99 g, 10.4 mmol) were stirred in anhydrous DCM (10 mL) for 15 minutes and then added to a solution of commercially available tert-butyl 3-aminoazetidine-1-carboxylate (1.64 g, 9.52 mmol) and DMAP (220 mg, 1.80 mmol) in DCM (90 mL). The reaction mixture was stirred at room temperature overnight and then concentrated in vacuo. The residue was dissolved in ethyl acetate, washed wit... Reactants: O=C([O-])[O-], CCOC(=O)c1ccc(O)c(O)c1, CC(C)=O, CC(C)[NH-], [K+], [K+], O. Product: CCOC(=O)c1ccc(OC(C)C)c(O)c1. RXN SMILES: [C:14](=[O:15])([O-:16])[O-:17].[CH2:1]([CH3:2])[O:3][C:4]([c:5]1[cH:6][c:7]([OH:12])[c:8]([OH:11])[cH:9][cH:10]1)=[O:13].[CH3:25][C:26](=[O:27])[CH3:28].[CH:20]([CH3:21])([CH3:22])[NH-:23].[K+:18].[K+:19].[OH2:24]>>[CH2:1]([CH3:2])[O:3][C:4]([c:5]1[cH:6][c:7]([OH:12])[c:8]([O:11][CH:20]([CH3:21])[CH3:22])[cH:9][cH:10]1)=[O:13]. Reactants: OC(/C=C/C=C/C[C@@H](C)C=1[C@]2(CCCC([C@@H]2CCC1)=O)C)(C)C ((4aS,8aR)-5-((3E,5E)-(R)-7-hydroxy-1,7-dimethyl-octa-3,5-dienyl)-4a-methyl-3,4,4a,7,8,8a-hexahydro-2H-naphthalen-1-one), [Si](C)(C)(C)C=1NC=CN1 (TMS-imidazole). Solvent: C(Cl)Cl (CH2Cl2). The product is C[C@H](C\C=C\C=C\C(C)(O[Si](C)(C)C)C)C=1[C@]2(CCCC([C@@H]2CCC1)=O)C ((4aS,8aR)-5-[(3E,5E)-(R)-(1,7-dimethyl-7-trimethylsilanyloxy-octa-3,5-dienyl)]-4a-methyl-3,4,4a,7,8,8a-hexahydro-2H-naphthalen-1-one). Reaction SMILES: [OH:1][C:2]([CH3:23])([CH3:22])/[CH:3]=[CH:4]/[CH:5]=[CH:6]/[CH2:7][C@H:8]([C:10]1[C@:11]2([CH3:21])[C@@H:16]([CH2:17][CH2:18][CH:19]=1)[C:15](=[O:20])[CH2:14][CH2:13][CH2:12]2)[CH3:9].[Si:24](C1NC=CN=1)([CH3:27])([CH3:26])[CH3:25]>C(Cl)Cl>[CH3:9][C@@H:8]([C:10]1[C@:11]2([CH3:21])[C@@H:16]([CH2:17][CH2:18][CH:19]=1)[C:15](=[O:20])[CH2:14][CH2:13][CH2:12]2)[CH2:7]/[CH:6]=[CH:5]/[CH:4]=[CH:3]/[C:2]([CH3:22])([O:1][Si:24]([CH3:27])([CH3:26])[CH3:25])[CH3:23]. Procedure details: 420 mg of (4aS,8aR)-5-((3E,5E)-(R)-7-hydroxy-1,7-dimethyl-octa-3,5-dienyl)-4a-methyl-3,4,4a,7,8,8a-hexahydro-2H-naphthalen-1-one were reacted at RT with 0.389 ml of TMS-imidazole (2 equivalents) in 1.3 ml of CH2Cl2. After 20 hours the mixture was poured onto crushed ice, extracted with ether, washed with brine, dried over magnesium sulfate and evaporated to dryness. Flash chromatography (SiO2, hexane/AcOEt=95/5) yielded 463 mg of (4aS,8aR)-5-[(3E,5E)-(R)-(1,7-dimethyl-7-trimethylsilanyloxy-octa-... The reactants are C(C)(C)N(C(C)C)CC (N,N-diisopropylethylamine), C(C)OC(C=C(CBr)OC1=CC=CC=2CCCCC12)=O (4-bromo-3-(5,6,7,8-tetrahydro-naphthalen-1-yloxy)-but-2-enoic acid ethyl ester), Cl.COC([C@@H](N)CC(C)C)=O ((L)-leucine methyl ester hydrochloride), C(C)(C)N(C(C)C)CC (N,N-diisopropylethylamine). The solvent is C(C)#N (acetonitrile), C(C)#N (acetonitrile), C(C)#N (acetonitrile). Conditions: temperature 60 celsius, time 1.3 hour. The product is COC([C@H](CC(C)C)N1C(C=C(C1)OC1=CC=CC=2CCCCC12)=O)=O ((S)-4-methyl-2-[2-oxo-4-(5,6,7,8-tetrahydro-naphthalen-1-yloxy)-2,5-dihydro-pyrrol-1-yl]-pentanoic acid methyl ester). Yield: 15.2%. RXN SMILES: Cl.[CH3:2][O:3][C:4](=[O:11])[C@H:5]([CH2:7][CH:8]([CH3:10])[CH3:9])[NH2:6].C(N(CC)C(C)C)(C)C.C([O:23][C:24](=O)[CH:25]=[C:26]([O:29][C:30]1[C:39]2[CH2:38][CH2:37][CH2:36][CH2:35][C:34]=2[CH:33]=[CH:32][CH:31]=1)[CH2:27]Br)C>C(#N)C>[CH3:2][O:3][C:4](=[O:11])[C@@H:5]([N:6]1[CH2:27][C:26]([O:29][C:30]2[C:39]3[CH2:38][CH2:37][CH2:36][CH2:35][C:34]=3[CH:33]=[CH:32][CH:31]=2)=[CH:25][C:24]1=[O:23])[CH2:7][CH:8]([CH3:10])[CH3:9] |f:0.1|. Procedure: A mixture of (L)-leucine methyl ester hydrochloride (0.38 g, 2.09 mmol) in acetonitrile (4.4 mL) was treated with N,N-diisopropylethylamine (0.33 mL, 2.02 mmol). After addition was complete, the mixture was stirred at 60° C. for 1.3 h. At this time, the reaction was cooled to 25° C., treated with N,N-diisopropylethylamine (0.33 mL, 2.02 mmol) and acetonitrile (4.4 mL) and then heated to 80° C. Upon reaching 80° C., the reaction was treated with a solution of 4-bromo-3-(5,6,7,8-tetrahydro-naphtha...